Dataset: the Open Reaction Database (ORD), a public repository of structured organic reaction records. Task: describe an organic reaction: reactants, conditions, products, and yield The reactants are N([C@@H](CCCNC(N)=N)C(=O)O)C(=O)OC(C)(C)C (BOC-Arg), Cl (HCl), C(C)(C)O (isopropanol), CO (MeOH). The solvent is Cl.CC(=O)O (HCl AcOH). The product is N[C@@H](CCCNC(N)=N)C(=O)O (H-Arg). The yield is 74.3%. RXN SMILES: [NH:1](C(OC(C)(C)C)=O)[C@H:2]([C:10]([OH:12])=[O:11])[CH2:3][CH2:4][CH2:5][NH:6][C:7](=[NH:9])[NH2:8].Cl.CO.C(O)(C)C>Cl.CC(O)=O>[NH2:1][C@H:2]([C:10]([OH:12])=[O:11])[CH2:3][CH2:4][CH2:5][NH:6][C:7](=[NH:8])[NH2:9] |f:4.5|. Procedure details: BOC-Arg-CHA.HCl, 243.7 g (0.55 mole), was dissolved in 1093 ml of 2N HCl/AcOH and a small amount of MeOH. The solution was reacted at room temperature for an hour. After completion of the reaction, 1093 ml of isopropanol was added to the reaction mixture to cause precipitation again in AcOEt. The precipitated crystals were taken by filtration and dried to give 156.2 g (74.3%) of H-Arg-CHA.2HCl. Starting materials: BrC(Br)(Br)Br, CC#N, COc1ccc(C(=C(CCO)c2ccccc2)c2ccccc2)cc1, c1ccc(P(c2ccccc2)c2ccccc2)cc1. The product is COc1ccc(C(=C(CCBr)c2ccccc2)c2ccccc2)cc1. As a reaction SMILES: [C:45]([Br:46])([Br:47])([Br:48])[Br:49].[CH3:50][C:51]#[N:52].[c:1]1([C:7](=[C:8]([CH2:9][CH2:10][OH:11])[c:12]2[cH:13][cH:14][cH:15][cH:16][cH:17]2)[c:18]2[cH:19][cH:20][c:21]([O:24][CH3:25])[cH:22][cH:23]2)[cH:2][cH:3][cH:4][cH:5][cH:6]1.[c:26]1([P:27]([c:28]2[cH:29][cH:30][cH:31][cH:32][cH:33]2)[c:34]2[cH:35][cH:36][cH:37][cH:38][cH:39]2)[cH:40][cH:41][cH:42][cH:43][cH:44]1>>[c:1]1([C:7](=[C:8]([CH2:9][CH2:10][Br:46])[c:12]2[cH:13][cH:14][cH:15][cH:16][cH:17]2)[c:18]2[cH:19][cH:20][c:21]([O:24][CH3:25])[cH:22][cH:23]2)[cH:2][cH:3][cH:4][cH:5][cH:6]1. The reactants are COC(=O)C1=CC2=C(S1)CC(CC2)C (6-methyl-4,5,6,7-tetrahydro-benzo[b]thiophene-2-carboxylic acid methyl ester), Cl (HCl), [Li+].[OH-] (LiOH). Solvent: C1CCOC1 (THF), CO (methanol). Reaction conditions: time 16 hour. The product is CC1CCC2=C(SC(=C2)C(=O)O)C1 (6-methyl-4,5,6,7-tetrahydro-benzo[b]thiophene-2-carboxylic acid). Yield: 87.4%. Reaction SMILES: C[O:2][C:3]([C:5]1[S:9][C:8]2[CH2:10][CH:11]([CH3:14])[CH2:12][CH2:13][C:7]=2[CH:6]=1)=[O:4].[Li+].[OH-].Cl>C1COCC1.CO>[CH3:14][CH:11]1[CH2:10][C:8]2[S:9][C:5]([C:3]([OH:4])=[O:2])=[CH:6][C:7]=2[CH2:13][CH2:12]1 |f:1.2|. Reported procedure: To a solution of 704 mg of 6-methyl-4,5,6,7-tetrahydro-benzo[b]thiophene-2-carboxylic acid methyl ester (obtained in step b) in a mixture of THF (5ml) and methanol (2 ml) were added 8.37 ml of 1N LiOH and the reaction mixture was stirred at RT for 16 h. Then the pH was adjusted to 2 by addition of 2N HCl and the suspension was extracted with ethyl acetate. The combined organic extracts were washed with brine, dried (MgSO4) and concentrated. The remaining residue was then purified by crystallizat... The reactants are C(C#CC)OC1=NC=NC(=C1F)F (4-(2-butynyloxy)-5,6-difluoropyrimidine), CC1CNCC(C1)C (3,5-dimethylpiperidine). Run in C1(=CC=CC=C1)C (toluene). Reaction conditions: time 30 minute. Yields the product C(C#CC)OC1=NC=NC(=C1F)N1CC(CC(C1)C)C (4-(2-butynyloxy)-5-fluoro-6-(3,5-dimethylpiperidino)pyrimidine). Isolated yield 75.2%. As a reaction SMILES: [CH2:1]([O:5][C:6]1[C:11]([F:12])=[C:10](F)[N:9]=[CH:8][N:7]=1)[C:2]#[C:3][CH3:4].[CH3:14][CH:15]1[CH2:20][CH:19]([CH3:21])[CH2:18][NH:17][CH2:16]1>C1(C)C=CC=CC=1>[CH2:1]([O:5][C:6]1[C:11]([F:12])=[C:10]([N:17]2[CH2:18][CH:19]([CH3:21])[CH2:20][CH:15]([CH3:14])[CH2:16]2)[N:9]=[CH:8][N:7]=1)[C:2]#[C:3][CH3:4]. Procedure details: 0.53 g of 4-(2-butynyloxy)-5,6-difluoropyrimidine and 0.39 g of 3,5-dimethylpiperidine (mixture of about cis:trans=7:3) were added to 1 ml of toluene, then the mixture was stirred at room temperature for 30 minutes. Then the reaction mixture was subjected to silica gel column chromatography to obtain 0.6 g of 4-(2-butynyloxy)-5-fluoro-6-(3,5-dimethylpiperidino)pyrimidine (referred as the present compound (4) hereinafter).